This data is from the Open Reaction Database (ORD), a public repository of structured organic reaction records. The task is: describe an organic reaction: reactants, conditions, products, and yield Reactants: BrC(C(=O)OC)CC1=CC=C(C=C1)F (methyl 2-bromo-3-(4-fluorophenyl)propionate). Reagents/catalysts: [Zn] (zinc). Run in C(C)(=O)O (acetic acid). Conditions: time 30 minute. Yields the product FC1=CC=C(C=C1)CCC(=O)OC (methyl 3-(4-fluorophenyl)propionate). Reaction SMILES: Br[CH:2]([CH2:7][C:8]1[CH:13]=[CH:12][C:11]([F:14])=[CH:10][CH:9]=1)[C:3]([O:5][CH3:6])=[O:4]>C(O)(=O)C.[Zn]>[F:14][C:11]1[CH:10]=[CH:9][C:8]([CH2:7][CH2:2][C:3]([O:5][CH3:6])=[O:4])=[CH:13][CH:12]=1. Reported procedure: Crude methyl 2-bromo-3-(4-fluorophenyl)propionate in acetic acid (330 ml) was stirred and treated with zinc dust (32.75 g) in portions over 30 minutes. The mixture was stirred for an additional 30 minutes and filtered, and the filter cake was washed with acetic acid. After the filtrate was evaporated the residue was partitioned between methylene chloride and water to give crude methyl 3-(4-fluorophenyl)propionate, which was refluxed with aqueous sodium hydroxide (400 ml, 10%) for 2 hrs, cooled, ... Starting materials: C1CCOC1, [Li+], [OH-], O, O=C1OC2CC1(O)C=CC2OCc1ccc([N+](=O)[O-])cc1. Product: O=C(O)C1(O)C=CC(OCc2ccc([N+](=O)[O-])cc2)C(O)C1. RXN SMILES: [CH2:24]1[O:25][CH2:26][CH2:27][CH2:28]1.[Li+:22].[OH-:23].[OH2:29].[OH:1][C:2]12[CH2:3][CH:4]([CH:5]([O:8][CH2:9][c:10]3[cH:11][cH:12][c:13]([N+:16](=[O:17])[O-:18])[cH:14][cH:15]3)[CH:6]=[CH:7]1)[O:19][C:20]2=[O:21]>>[OH:1][C:2]1([C:20]([OH:19])=[O:21])[CH2:3][CH:4]([OH:23])[CH:5]([O:8][CH2:9][c:10]2[cH:11][cH:12][c:13]([N+:16](=[O:17])[O-:18])[cH:14][cH:15]2)[CH:6]=[CH:7]1. Starting materials: ClCCl, CCOC(=O)COc1cc(Cl)c(-n2c(=O)[nH]c3c(OC)nc(C(C)O)nc32)cc1OCc1c(OC)ccc(F)c1F. Product: CCOC(=O)COc1cc(Cl)c(-n2c(=O)[nH]c3c(OC)nc(C(C)=O)nc32)cc1OCc1c(OC)ccc(F)c1F. As a reaction SMILES: [CH2:42]([Cl:43])[Cl:44].[Cl:1][c:2]1[c:3](-[n:27]2[c:28]3[n:29][c:30]([CH:39]([CH3:40])[OH:41])[n:31][c:32]([O:37][CH3:38])[c:33]3[nH:34][c:35]2=[O:36])[cH:4][c:5]([O:15][CH2:16][c:17]2[c:18]([F:26])[c:19]([F:25])[cH:20][cH:21][c:22]2[O:23][CH3:24])[c:6]([O:8][CH2:9][C:10](=[O:11])[O:12][CH2:13][CH3:14])[cH:7]1>>[Cl:1][c:2]1[c:3](-[n:27]2[c:28]3[n:29][c:30]([C:39]([CH3:40])=[O:41])[n:31][c:32]([O:37][CH3:38])[c:33]3[nH:34][c:35]2=[O:36])[cH:4][c:5]([O:15][CH2:16][c:17]2[c:18]([F:26])[c:19]([F:25])[cH:20][cH:21][c:22]2[O:23][CH3:24])[c:6]([O:8][CH2:9][C:10](=[O:11])[O:12][CH2:13][CH3:14])[cH:7]1. The reactants are [H-].[Na+] (sodium hydride), [Cl-].[NH4+] (ammonium chloride), C(C)OP(=O)(OCC)CC(=O)OCC (ethyl diethylphosphonoacetate), C(C)(C)(C)OC(N([C@H](C)C1=CC=CC2=CC=CC=C12)[C@@H]1C[C@@H](CC1)C1=CC=C(C=C1)C=O)=O ([(1S,3R)-3-(4-formylphenyl)cyclopentyl][(1R)-1-(naphthalen-1-yl)ethyl]carbamic acid tert-butyl ester). Solvent: O1CCCC1 (tetrahydrofuran), O1CCCC1 (tetrahydrofuran). Reaction conditions: time 10 minute. Yields the product C(C)OC(\C=C\C1=CC=C(C=C1)[C@H]1C[C@H](CC1)N([C@H](C)C1=CC=CC2=CC=CC=C12)C(=O)OC(C)(C)C)=O ((2E)-3-{4-[(1R,3S)-3-{(tert-Butoxycarbonyl)[(1R)-1-(naphthalen-1-yl)ethyl]amino}cyclopentyl]phenyl}acrylic acid ethyl ester). The yield is 100.5%. As a reaction SMILES: [H-].[Na+].C(OP([CH2:11][C:12]([O:14][CH2:15][CH3:16])=[O:13])(OCC)=O)C.[C:17]([O:21][C:22](=[O:49])[N:23]([C@H:36]1[CH2:40][CH2:39][C@@H:38]([C:41]2[CH:46]=[CH:45][C:44]([CH:47]=O)=[CH:43][CH:42]=2)[CH2:37]1)[C@@H:24]([C:26]1[C:35]2[C:30](=[CH:31][CH:32]=[CH:33][CH:34]=2)[CH:29]=[CH:28][CH:27]=1)[CH3:25])([CH3:20])([CH3:19])[CH3:18].[Cl-].[NH4+]>O1CCCC1>[CH2:15]([O:14][C:12](=[O:13])/[CH:11]=[CH:47]/[C:44]1[CH:45]=[CH:46][C:41]([C@@H:38]2[CH2:39][CH2:40][C@H:36]([N:23]([C:22]([O:21][C:17]([CH3:18])([CH3:20])[CH3:19])=[O:49])[C@@H:24]([C:26]3[C:35]4[C:30](=[CH:31][CH:32]=[CH:33][CH:34]=4)[CH:29]=[CH:28][CH:27]=3)[CH3:25])[CH2:37]2)=[CH:42][CH:43]=1)[CH3:16] |f:0.1,4.5|. Procedure: Under a nitrogen stream, sodium hydride (60% in mineral-oil dispersion) (44 mg, 1.1 mmol) was suspended in tetrahydrofuran (5 mL), followed by addition of ethyl diethylphosphonoacetate (0.24 mL, 1.2 mmol), and the mixture was stirred for 10 minutes at room temperature. A tetrahydrofuran solution of [(1S,3R)-3-(4-formylphenyl)cyclopentyl][(1R)-1-(naphthalen-1-yl)ethyl]carbamic acid tert-butyl ester (407 mg, 0.92 mmol) was added to the mixture, and the mixture was stirred further for 1 hour at roo... The reactants are COCCCNC(=O)COc1ccc(CCN(Cc2ccccc2)CC(O)COc2ccccc2)cc1, CO, Cl, [H][H]. Yields the product COCCCNC(=O)COc1ccc(CCNCC(O)COc2ccccc2)cc1. Reaction SMILES: [CH2:1]([c:2]1[cH:3][cH:4][cH:5][cH:6][cH:7]1)[N:8]([CH2:9][CH:10]([CH2:11][O:12][c:13]1[cH:14][cH:15][cH:16][cH:17][cH:18]1)[OH:19])[CH2:20][CH2:21][c:22]1[cH:23][cH:24][c:25]([O:26][CH2:27][C:28](=[O:29])[NH:30][CH2:31][CH2:32][CH2:33][O:34][CH3:35])[cH:36][cH:37]1.[CH3:41][OH:42].[ClH:38].[H:39][H:40]>>[NH:8]([CH2:9][CH:10]([CH2:11][O:12][c:13]1[cH:14][cH:15][cH:16][cH:17][cH:18]1)[OH:19])[CH2:20][CH2:21][c:22]1[cH:23][cH:24][c:25]([O:26][CH2:27][C:28](=[O:29])[NH:30][CH2:31][CH2:32][CH2:33][O:34][CH3:35])[cH:36][cH:37]1.